Task: describe an organic reaction: reactants, conditions, products, and yield. Dataset: the Open Reaction Database (ORD), a public repository of structured organic reaction records Reactants: [BH4-].[Li+] (Lithium borohydride), C(C)OC(C(F)(F)OC1=C(C=CC=C1)C(=O)N1CC=2C(=C3N=C(C(=C(N3N2)C)Cl)C)C1)=O ([2-(6-chloro-5,7-dimethyl-1H,3H-2,4,7a,8-tetraaza-cyclopenta[a]indene-2-carbonyl)-phenoxy]-difluoro-acetic acid ethyl ester). The solvent is O1CCOCC1 (1,4-dioxane), CC(OCC)=O (EA). Reaction conditions: time 1.5 hour. The product is ClC1=C(N2N=C3C(=C2N=C1C)CN(C3)C(=O)C3=C(C=CC=C3)OC(CO)(F)F)C ((6-chloro-5,7-dimethyl-1H,3H-2,4,7a,8-tetraaza-cyclopenta[a]inden-2-yl)-[2-(1,1-difluoro-2-hydroxy-ethoxy)-phenyl]-methanone). Yield: 21.8%. Reaction SMILES: [BH4-].[Li+].C([O:5][C:6](=O)[C:7]([O:10][C:11]1[CH:16]=[CH:15][CH:14]=[CH:13][C:12]=1[C:17]([N:19]1[CH2:33][C:22]2=[C:23]3[N:28]([N:29]=[C:21]2[CH2:20]1)[C:27]([CH3:30])=[C:26]([Cl:31])[C:25]([CH3:32])=[N:24]3)=[O:18])([F:9])[F:8])C>O1CCOCC1.CC(=O)OCC>[Cl:31][C:26]1[C:25]([CH3:32])=[N:24][C:23]2[N:28]([N:29]=[C:21]3[CH2:20][N:19]([C:17]([C:12]4[CH:13]=[CH:14][CH:15]=[CH:16][C:11]=4[O:10][C:7]([F:8])([F:9])[CH2:6][OH:5])=[O:18])[CH2:33][C:22]3=2)[C:27]=1[CH3:30] |f:0.1|. Procedure: Lithium borohydride (2.81 mg; 0.13 mmol; 1 eq.) was added to a solution of [2-(6-chloro-5,7-dimethyl-1H,3H-2,4,7a,8-tetraaza-cyclopenta[a]indene-2-carbonyl)-phenoxy]-difluoro-acetic acid ethyl ester (60 mg; 0.13 mmol; 1 eq.) in 1,4-dioxane (1 mL) and the resulting mixture was stirred at room temperature for 1.5 hour. The solution was diluted with EA, washed with brine, dried over magnesium sulfate and concentrated in vacuo. Purification by column chromatography (30% to 75% EA in cyclohexane) fol... Solvent: CCCCO (n-BuOH). The product is ClC1=C(C(=NC(=N1)N)NCC1=CC=C(C=C1)OC)N (6-chloro-N4-(4-methoxy-benzyl)-pyrimidine-2,4,5-triamine). Starting materials: ClC1=NC(=NC(=C1N)Cl)N (4,6-dichloro-pyrimidine-2,5-diamine), NCC1=CC=C(C=C1)OC (1-aminomethyl-4-methoxybenzene). Procedure: A mixture of 4,6-dichloro-pyrimidine-2,5-diamine and 1-aminomethyl-4-methoxybenzene was refluxed in n-BuOH for 15 h, following the general procedure 1. HPLC RT was 4.675 min. 1HNMR (CDCl3) δ 7.29–7.27 (d, 2H), 6.91–6.89 (d, 2H), 5.62 (br. t, 1H) 4.67 (s, 2H), 4.56–4.54 (d, 2H), 3.84 (s, 3H), 2.74 (s, 2H). RXN SMILES: Cl[C:2]1[C:7]([NH2:8])=[C:6]([Cl:9])[N:5]=[C:4]([NH2:10])[N:3]=1.[NH2:11][CH2:12][C:13]1[CH:18]=[CH:17][C:16]([O:19][CH3:20])=[CH:15][CH:14]=1>CCCCO>[Cl:9][C:6]1[N:5]=[C:4]([NH2:10])[N:3]=[C:2]([NH:11][CH2:12][C:13]2[CH:18]=[CH:17][C:16]([O:19][CH3:20])=[CH:15][CH:14]=2)[C:7]=1[NH2:8].